Task: describe an organic reaction: reactants, conditions, products, and yield. Dataset: the Open Reaction Database (ORD), a public repository of structured organic reaction records Solvent: C1CCOC1 (THF), C1CCOC1 (THF), O (water). RXN SMILES: C([Li])CCC.CCCCCC.[CH2:12]([N:19]1[CH:23]=[CH:22][N:21]=[CH:20]1)[C:13]1[CH:18]=[CH:17][CH:16]=[CH:15][CH:14]=1.CN(C)CCN(C)C.[CH3:32][C:33]([CH3:39])([CH2:36][CH:37]=[CH2:38])[CH:34]=[O:35]>C1COCC1.O>[CH3:32][C:33]([CH3:39])([CH2:36][CH:37]=[CH2:38])[CH:34]([OH:35])[CH:12]([N:19]1[CH:23]=[CH:22][N:21]=[CH:20]1)[C:13]1[CH:14]=[CH:15][CH:16]=[CH:17][CH:18]=1 |f:0.1|. Run at time 30 minute. Product: CC(C(C(C1=CC=CC=C1)N1C=NC=C1)O)(CC=C)C (3,3-dimethyl-1-(1-imidazolyl)-1-phenyl-5-hexen-2-ol). The yield is 7.6%. Starting materials: CC(C=O)(CC=C)C (2,2-dimethyl-4-pentenaldehyde), C(CCC)[Li].CCCCCC (n-butyllithium hexane), C(C1=CC=CC=C1)N1C=NC=C1 (1-benzylimidazole), CN(CCN(C)C)C (N,N,N',N'-tetramethylethylenediamine). Procedure: 40 ml of 1.5 molar n-butyllithium/hexane solution were added dropwise to a solution of 4.75 g (30 mmol) of 1-benzylimidazole and 3.49 g (30 mmol) of N,N,N',N'-tetramethylethylenediamine (TMED(A) in 60 ml of absolute THF at -70° C. The mixture was stirred at -70° C. to -78° C. for a further 30 minutes, a solution of 3.74 g of 90% purity (30 mmol) 2,2-dimethyl-4-pentenaldehyde in 38 ml of absolute THF was then added dropwise at about -70° C. over 25 minutes, and the mixture was stirred at about -7... Conditions: temperature 85 celsius, time 8 hour. Reported procedure: 1-[5-(4-Bromo-phenyl)-3-methyl-isoxazol-4-yl]-but-3-en-1-ol (0.380 g, 1.233 mmol) in acetonitrile (4 mL) was added to a flask containing 1-benzyl-4-iodo-benzene (0.3649 g, 1.233 mmol) and cesium carbonate (0.4102 g, 1.233 mmol). Palladium(II) acetate (0.030 g, 0.1233 mmol) was added and the reaction was heated to 85° C. and stirred overnight. The reaction was then cooled and submitted to standard aqueous workup followed by silica gel chromatography (0-50% EtOAc in hexanes) to yield the title com... Reagents/catalysts: C(C)(=O)[O-].[Pd+2].C(C)(=O)[O-] (Palladium(II) acetate). Reaction SMILES: [Br:1][C:2]1[CH:7]=[CH:6][C:5]([C:8]2[O:12][N:11]=[C:10]([CH3:13])[C:9]=2[CH:14]([OH:18])[CH2:15][CH:16]=[CH2:17])=[CH:4][CH:3]=1.[CH2:19]([C:26]1[CH:31]=[CH:30][C:29](I)=[CH:28][CH:27]=1)[C:20]1[CH:25]=[CH:24][CH:23]=[CH:22][CH:21]=1.C(=O)([O-])[O-].[Cs+].[Cs+].CCOC(C)=O>C(#N)C.C([O-])(=O)C.[Pd+2].C([O-])(=O)C>[CH2:19]([C:20]1[CH:25]=[CH:24][C:23](/[CH:17]=[CH:16]/[CH2:15][CH:14]([C:9]2[C:10]([CH3:13])=[N:11][O:12][C:8]=2[C:5]2[CH:4]=[CH:3][C:2]([Br:1])=[CH:7][CH:6]=2)[OH:18])=[CH:22][CH:21]=1)[C:26]1[CH:31]=[CH:30][CH:29]=[CH:28][CH:27]=1 |f:2.3.4,7.8.9|. The product is C(C1=CC=CC=C1)C1=CC=C(C=C1)/C=C/CC(O)C=1C(=NOC1C1=CC=C(C=C1)Br)C ((E)-4-(4-Benzyl-phenyl)-1-[5-(4-bromo-phenyl)-3-methyl-isoxazol-4-yl]-but-3-en-1-ol). Solvent: C(C)#N (acetonitrile), hexanes. Reactants: CCOC(=O)C (EtOAc), C(C1=CC=CC=C1)C1=CC=C(C=C1)I (1-benzyl-4-iodo-benzene), C([O-])([O-])=O.[Cs+].[Cs+] (cesium carbonate), BrC1=CC=C(C=C1)C1=C(C(=NO1)C)C(CC=C)O (1-[5-(4-Bromo-phenyl)-3-methyl-isoxazol-4-yl]-but-3-en-1-ol). Reactants: N1=CN=CC=C1 (pyrimidine), NC1=NC(=CC(=N1)C)C (2-amino-4,6-dimethylpyrimidine), C=1(C(=CC=CC1)S(=O)(=O)N=C=O)C1=CC=CC=C1 (1,1'-biphenyl-2-sulfonyl isocyanate), ClCCCC (chlorobutane), phenyl hydrogens. Solvent: C(C)#N (acetonitrile). Product: CC1=NC(=NC(=C1)C)NC(=O)NS(=O)(=O)C=1C(=CC=CC1)C1=CC=CC=C1 (N-[(4,6-Dimethylpyrimidin-2-yl)aminocarbonyl] [1,1'-biphenyl]-2-sulfonamide). Reaction SMILES: [NH2:1][C:2]1[N:7]=[C:6]([CH3:8])[CH:5]=[C:4]([CH3:9])[N:3]=1.[C:10]1([C:22]2[CH:27]=[CH:26][CH:25]=[CH:24][CH:23]=2)[C:11]([S:16]([N:19]=[C:20]=[O:21])(=[O:18])=[O:17])=[CH:12][CH:13]=[CH:14][CH:15]=1.ClCCCC.N1C=CC=NC=1>C(#N)C>[CH3:9][C:4]1[CH:5]=[C:6]([CH3:8])[N:7]=[C:2]([NH:1][C:20]([NH:19][S:16]([C:11]2[C:10]([C:22]3[CH:27]=[CH:26][CH:25]=[CH:24][CH:23]=3)=[CH:15][CH:14]=[CH:13][CH:12]=2)(=[O:18])=[O:17])=[O:21])[N:3]=1. Reported procedure: To a suspension of 1.2 g of 2-amino-4,6-dimethylpyrimidine in 25 ml of acetonitrile was added 2.6 g of 1,1'-biphenyl-2-sulfonyl isocyanate with stirring at ambient temperature. After stirring for 2 hours, the mixture was filtered and the filtrate concentrated in vacuum. The residue thus obtained, after trituration with chlorobutane, melted at 78° with gas evolution. It showed peaks in the nuclear magnetic resonance spectrum (60 MHz) at δ 2.2, (singlet, CH3); δ 6.56, (singlet, CH of pyrimidine) a...